Dataset: the Open Reaction Database (ORD), a public repository of structured organic reaction records. Task: describe an organic reaction: reactants, conditions, products, and yield The reactants are C1(CC1)N1C(C2=CC=C(C=C2C(=C1C#N)C1=CC(=CC=C1)F)OC)=O (2-Cyclopropyl-4-(3-fluorophenyl)-6-methoxy-1-oxo-1,2 -dihydroisoquinoline-3-carbonitrile), [C-]#N.[Na+] (NaCN), Cl (HCl). The solvent is O (water), CS(=O)C (DMSO). Reaction conditions: temperature 160 celsius. The product is C1(CC1)N1C(C2=CC=C(C=C2C(=C1C#N)C1=CC(=CC=C1)F)O)=O (2-cyclopropyl-4-(3-fluorophenyl)-6-hydroxy-1-oxo-1,2-dihydroisoquinoline-3-carbonitrile). RXN SMILES: [CH:1]1([N:4]2[C:13]([C:14]#[N:15])=[C:12]([C:16]3[CH:21]=[CH:20][CH:19]=[C:18]([F:22])[CH:17]=3)[C:11]3[C:6](=[CH:7][CH:8]=[C:9]([O:23]C)[CH:10]=3)[C:5]2=[O:25])[CH2:3][CH2:2]1.[C-]#N.[Na+].Cl>CS(C)=O.O>[CH:1]1([N:4]2[C:13]([C:14]#[N:15])=[C:12]([C:16]3[CH:21]=[CH:20][CH:19]=[C:18]([F:22])[CH:17]=3)[C:11]3[C:6](=[CH:7][CH:8]=[C:9]([OH:23])[CH:10]=3)[C:5]2=[O:25])[CH2:2][CH2:3]1 |f:1.2|. Procedure: A mixture of the methyl ether 61 (3 g, 9 mmol) and NaCN (3.5 g, 72 mmol) in DMSO was heated at 160° C. for 3 h. The mixture was cooled, diluted with water, acidified with concentrated HCl and then extracted with EtOAc. The combined organic extracts were basified with 1N NaOH and washed with EtOAc. The aqueous layer was acidified with concentrated HCl and then extracted with EtOAc. Drying with Na2SO4 and concentration in vacuo gave a residue was purified by crystallization from EtOAc/hexanes. The reactants are CC(C)(C)OC(=O)NC1CCN(c2ccnc3[nH]ccc23)CC1, ClCCl, O=C(O)C(F)(F)F. Product: NC1CCN(c2ccnc3[nH]ccc23)CC1. RXN SMILES: [C:8]([O:9][C:10](=[O:11])[NH:14][CH:15]1[CH2:16][CH2:17][N:18]([c:21]2[c:22]3[c:23]([n:24][cH:25][cH:26]2)[nH:27][cH:28][cH:29]3)[CH2:19][CH2:20]1)([CH3:12])([CH3:13])[CH3:30].[Cl:31][CH2:32][Cl:33].[OH:1][C:2]([C:3]([F:4])([F:5])[F:6])=[O:7]>>[NH2:14][CH:15]1[CH2:16][CH2:17][N:18]([c:21]2[c:22]3[c:23]([n:24][cH:25][cH:26]2)[nH:27][cH:28][cH:29]3)[CH2:19][CH2:20]1. Starting materials: Cl (hydrochloric acid), BrC1=C(C=CC2=CC=CC=C12)OC (1-bromo-2-methoxy-naphthalene), [Al+3].[Cl-].[Cl-].[Cl-] (AlCl3), C(C)(=O)Cl (acetyl chloride). The solvent is O (water), ClCCCl (1,2-dichloroethane), ClCCCl (1,2-dichloroethane). Run at temperature 0 celsius, time 15 minute. The product is C(C)(=O)C1=CC2=CC=C(C(=C2C=C1)Br)OC (2-Acetyl-5-bromo-6-methoxy-naphthalene). Reaction SMILES: [Al+3].[Cl-].[Cl-].[Cl-].[C:5](Cl)(=[O:7])[CH3:6].[Br:9][C:10]1[C:19]2[C:14](=[CH:15][CH:16]=[CH:17][CH:18]=2)[CH:13]=[CH:12][C:11]=1[O:20][CH3:21].Cl>ClCCCl.O>[C:5]([C:16]1[CH:17]=[CH:18][C:19]2[C:14](=[CH:13][CH:12]=[C:11]([O:20][CH3:21])[C:10]=2[Br:9])[CH:15]=1)(=[O:7])[CH3:6] |f:0.1.2.3|. Reported procedure: A suspension of 43 g of anhydrous AlCl3 and 24.6 g (0.313 mole) of acetyl chloride in 200 ml of 1,2-dichloroethane at 10° C. was cooled to 0° C. and added dropwise under stirring with a solution of 59.25 g (0.250 mole) of 1-bromo-2-methoxy-naphthalene in 150 ml of 1,2-dichloroethane. The resulting solution was stirred for 15 minutes then poured into a cold solution of 300 ml of water and 100 ml of 2 N hydrochloric acid. The organic phase was separated, washed first with 100 ml of 1 N hydrochlori...